Dataset: the Open Reaction Database (ORD), a public repository of structured organic reaction records. Task: describe an organic reaction: reactants, conditions, products, and yield The product is C1(CCCCC1)CCC[C@H](CC(=O)OC(C)(C)C)C1=NC(=NO1)CNC1CCCC1 (tert-butyl(3R)-6-cyclohexyl-3-{3-[(cyclopentylamino)methyl]-1,2,4-oxadiazol-5-yl}hexanoate). Reported procedure: Method as for preparation 5 using tert-butyl(3R)-6-cyclohexyl-3-[3-({[(4-methylphenyl)sulfonyl]oxy}methyl)-1,2,4-oxadiazol-5-yl]hexanoate (preparation 177) (500 mg, 0.99 mmol) and cyclopentylamine (170 mg, 1.98 mmol) as starting materials to afford the title compound as a colourless oil (220 mg). As a reaction SMILES: [CH:1]1([CH2:7][CH2:8][CH2:9][C@@H:10]([C:19]2[O:23][N:22]=[C:21]([CH2:24]OS(C3C=CC(C)=CC=3)(=O)=O)[N:20]=2)[CH2:11][C:12]([O:14][C:15]([CH3:18])([CH3:17])[CH3:16])=[O:13])[CH2:6][CH2:5][CH2:4][CH2:3][CH2:2]1.[CH:36]1([NH2:41])[CH2:40][CH2:39][CH2:38][CH2:37]1>>[CH:1]1([CH2:7][CH2:8][CH2:9][C@@H:10]([C:19]2[O:23][N:22]=[C:21]([CH2:24][NH:41][CH:36]3[CH2:40][CH2:39][CH2:38][CH2:37]3)[N:20]=2)[CH2:11][C:12]([O:14][C:15]([CH3:17])([CH3:18])[CH3:16])=[O:13])[CH2:2][CH2:3][CH2:4][CH2:5][CH2:6]1. Isolated yield 53.0%. Reactants: C1(CCCCC1)CCC[C@H](CC(=O)OC(C)(C)C)C1=NC(=NO1)COS(=O)(=O)C1=CC=C(C=C1)C (tert-butyl(3R)-6-cyclohexyl-3-[3-({[(4-methylphenyl)sulfonyl]oxy}methyl)-1,2,4-oxadiazol-5-yl]hexanoate), C1(CCCC1)N (cyclopentylamine).